From a dataset of the Open Reaction Database (ORD), a public repository of structured organic reaction records. describe an organic reaction: reactants, conditions, products, and yield Product: NCc1ccc(NC(=O)CC2CCc3cc(Br)cc4[nH]c(=O)c(=O)n2c34)cc1, Cl. Starting materials: CC(C)(C)OC(=O)NCc1ccc(NC(=O)CC2CCc3cc(Br)cc4[nH]c(=O)c(=O)n2c34)cc1, C1CCOC1, Cl, C1COCCO1. Reaction SMILES: [Br:1][c:2]1[cH:3][c:4]2[c:5]3[n:6]([c:7](=[O:13])[c:8](=[O:12])[nH:9][c:10]3[cH:11]1)[CH:14]([CH2:17][C:18]([NH:19][c:20]1[cH:21][cH:22][c:23]([CH2:26][NH:27][C:28]([O:29][C:30]([CH3:31])([CH3:32])[CH3:33])=[O:34])[cH:24][cH:25]1)=[O:35])[CH2:15][CH2:16]2.[CH2:37]1[O:38][CH2:39][CH2:40][CH2:41]1.[ClH:36].[O:42]1[CH2:43][CH2:44][O:45][CH2:46][CH2:47]1>>[Br:1][c:2]1[cH:3][c:4]2[c:5]3[n:6]([c:7](=[O:13])[c:8](=[O:12])[nH:9][c:10]3[cH:11]1)[CH:14]([CH2:17][C:18]([NH:19][c:20]1[cH:21][cH:22][c:23]([CH2:26][NH2:27])[cH:24][cH:25]1)=[O:35])[CH2:15][CH2:16]2.[ClH:36]. Starting materials: CN(C1=CC=C(C=C2C(C3(CCC2C3(C)C)C)=O)C=C1)C (4-dimethylamino benzylidene camphor), S(=O)(=O)(OC)[O-] (methyl sulfate). The solvent is C(C)(=O)OCC (ethyl acetate). The product is COS(=O)(=O)[O-].O=C1C2(CCC(C1=CC1=CC=C(C=C1)[N+](C)(C)C)C2(C)C)C (4-[(2-oxo-3-bornylidene)methyl]-phenyl trimethylammonium methyl sulfate). Yield: 140.7%. Reaction SMILES: [CH3:1][N:2]([CH3:21])[C:3]1[CH:20]=[CH:19][C:6]([CH:7]=[C:8]2[CH:13]3[C:14]([CH3:16])([CH3:15])[C:10]([CH3:17])([CH2:11][CH2:12]3)[C:9]2=[O:18])=[CH:5][CH:4]=1.[S:22]([O-:27])([O:25][CH3:26])(=[O:24])=[O:23]>C(OCC)(=O)C>[CH3:26][O:25][S:22]([O-:27])(=[O:24])=[O:23].[O:18]=[C:9]1[C:8](=[CH:7][C:6]2[CH:5]=[CH:4][C:3]([N+:2]([CH3:26])([CH3:1])[CH3:21])=[CH:20][CH:19]=2)[CH:13]2[C:14]([CH3:16])([CH3:15])[C:10]1([CH3:17])[CH2:11][CH2:12]2 |f:3.4|. Procedure: 750 g of 4-dimethylamino benzylidene camphor (prepared in Example 1) and 334 g of methyl sulfate are progressively heated to reflux in ethyl acetate. An exothermic precipitation suddenly occurs and when it has abated the reaction mixture is then heated for three hours at reflux. A pale yellow solid precipitates which is then filtered, washed with ethyl acetate and recrystallized in a benzene-acetonitrile mixture, yielding 866 g of white product melting at 20° C. Starting materials: COCCOC (1,2-dimethoxyethane), [BH4-].[Na+] (sodium borohydride), S(O)(O)(=O)=O (sulfuric acid), C(F)(F)(F)C(F)OC(F)(F)C(F)(F)C(F)(F)C(F)(F)C(F)(F)C(=O)OC (CF3CFH—O—(CF2)5COOCH3). Run in O (water). Conditions: temperature 80 celsius. Product: C(F)(F)(F)C(F)OC(F)(F)C(F)(F)C(F)(F)C(F)(F)C(F)(F)CO (CF3CFH—O—(CF2)5CH2OH). Yield: 76.1%. Reaction SMILES: COCCOC.[BH4-].[Na+].[C:9]([CH:13]([O:15][C:16]([C:19]([C:22]([C:25]([C:28]([C:31](OC)=[O:32])([F:30])[F:29])([F:27])[F:26])([F:24])[F:23])([F:21])[F:20])([F:18])[F:17])[F:14])([F:12])([F:11])[F:10].S(=O)(=O)(O)O>O>[C:9]([CH:13]([O:15][C:16]([C:19]([C:22]([C:25]([C:28]([CH2:31][OH:32])([F:29])[F:30])([F:27])[F:26])([F:24])[F:23])([F:21])[F:20])([F:18])[F:17])[F:14])([F:12])([F:11])[F:10] |f:1.2|. Reported procedure: A 5-L round-bottom flask equipped with a mechanical stirrer and nitrogen bubbler was charged with 1 L of 1,2-dimethoxyethane and sodium borohydride (76 grams, 2.0 moles) and heated to 80° C. CF3CFH—O—(CF2)5COOCH3 (713 grams, 1.67 mole), prepared as described in Part A, was added to the stirred slurry over a period of one hour. A mixture of concentrated sulfuric acid (198 grams) and water (1.0 L) was added to the reaction mixture. The lower phase was separated, and the solvent was removed by dist... The reactants are C(C)(C)(C)OC(NC1(CCC1)C1=CC=C(C=C1)C(C(C1=CC=CC=C1)Br)=O)=O ({1-[4-(2-bromo-2-phenyl-acetyl)-phenyl]-cyclobutyl}-carbamic acid tert-butyl ester), NC1=NC=CC(=C1)C(=O)OC (methyl 2-aminopyridine-4-carboxylate), 3A. The solvent is C(C)O (ethanol). Product: COC(=O)C1=CC=2N(C=C1)C(=C(N2)C2=CC=C(C=C2)C2(CCC2)NC(=O)OC(C)(C)C)C2=CC=CC=C2 (2-[4-(1-tert-butoxycarbonylamino-cyclobutyl)-phenyl]-3-phenyl-imidazo[1,2-a]pyridine-7-carboxylic acid methyl ester). The yield is 46.6%. As a reaction SMILES: [C:1]([O:5][C:6](=[O:28])[NH:7][C:8]1([C:12]2[CH:17]=[CH:16][C:15]([C:18](=O)[CH:19](Br)[C:20]3[CH:25]=[CH:24][CH:23]=[CH:22][CH:21]=3)=[CH:14][CH:13]=2)[CH2:11][CH2:10][CH2:9]1)([CH3:4])([CH3:3])[CH3:2].[NH2:29][C:30]1[CH:35]=[C:34]([C:36]([O:38][CH3:39])=[O:37])[CH:33]=[CH:32][N:31]=1>C(O)C>[CH3:39][O:38][C:36]([C:34]1[CH:33]=[CH:32][N:31]2[C:19]([C:20]3[CH:21]=[CH:22][CH:23]=[CH:24][CH:25]=3)=[C:18]([C:15]3[CH:14]=[CH:13][C:12]([C:8]4([NH:7][C:6]([O:5][C:1]([CH3:4])([CH3:3])[CH3:2])=[O:28])[CH2:11][CH2:10][CH2:9]4)=[CH:17][CH:16]=3)[N:29]=[C:30]2[CH:35]=1)=[O:37]. Procedure details: A mixture of {1-[4-(2-bromo-2-phenyl-acetyl)-phenyl]-cyclobutyl}-carbamic acid tert-butyl ester [Int-1-A] (4.40 g, 9.91 mmol), methyl 2-aminopyridine-4-carboxylate (3.01 g, 19.8 mmol, 2 equiv) and powdered activated 3A sieves (10 g) in ethanol (37 mL) was heated for 4 h at the reflux temperature. The resulting solution was filtered through a pad of Celite with the aid of CH2Cl2. The resulting solution was separated between CH2Cl2 (50 mL) and a saturated aqueous NaHCO3 solution 50 mL). The organi...